From a dataset of the Open Reaction Database (ORD), a public repository of structured organic reaction records. describe an organic reaction: reactants, conditions, products, and yield Starting materials: CCOC(=O)C(=O)OCC, Cc1ccncc1[N+](=O)[O-], CCO, [Na]. Yields the product CCOC(=O)C(=O)Cc1ccncc1[N+](=O)[O-]. As a reaction SMILES: [C:2]([C:3]([O:5][CH2:4][CH3:6])=[O:7])(=[O:8])[O:9][CH2:10][CH3:11].[CH3:12][c:13]1[c:14]([N+:19](=[O:20])[O-:21])[cH:15][n:16][cH:17][cH:18]1.[CH3:22][CH2:23][OH:24].[Na:1]>>[C:2]([C:3](=[O:5])[CH2:12][c:13]1[c:14]([N+:19](=[O:20])[O-:21])[cH:15][n:16][cH:17][cH:18]1)(=[O:8])[O:9][CH2:10][CH3:11]. Run in C(Cl)(Cl)(Cl)Cl (carbon tetrachloride). Product: BrCC=1OC2=C(C1)C=C(C=C2)[N+](=O)[O-] (2-bromomethyl-5-nitro-benzofuran). Run at time 1 hour. Yield: 121.1%. Reported procedure: To a stirring solution of the above benzofuran (5.00 g, 28.25 mmol) and benzoyl peroxide (0.68 g, 2.83 mmol) in carbon tetrachloride (200 mL) was added 1,3-dibromo-5,5-dimethylhydantoin (4.04 g, 14.12 mmol). The mixture was irradiated with a 200 watt lamp while stirring for 1 hour, cooled and partitioned between dichloromethane/water. The organic phase was washed with water (2×100 mL) and brine (2×100 mL), dried (MgSO4), decolorized (charcoal), and concentrated in vacuo to afford 7.12 g of crude... The reactants are CC=1OC2=C(C1)C=C(C=C2)[N+](=O)[O-] (2-methyl-5-nitrobenzofuran), C(C1=CC=CC=C1)(=O)OOC(C1=CC=CC=C1)=O (benzoyl peroxide), BrN1C(=O)N(C(=O)C1(C)C)Br (1,3-dibromo-5,5-dimethylhydantoin). Reaction SMILES: [CH3:1][C:2]1[O:3][C:4]2[CH:10]=[CH:9][C:8]([N+:11]([O-:13])=[O:12])=[CH:7][C:5]=2[CH:6]=1.C(OOC(=O)C1C=CC=CC=1)(=O)C1C=CC=CC=1.[Br:32]N1C(C)(C)C(=O)N(Br)C1=O>C(Cl)(Cl)(Cl)Cl>[Br:32][CH2:1][C:2]1[O:3][C:4]2[CH:10]=[CH:9][C:8]([N+:11]([O-:13])=[O:12])=[CH:7][C:5]=2[CH:6]=1. The reactants are O=C1NC=2N(C3=CC=CC=C13)N=C(C2)CC=2C=C(C#N)C=CC2 (3-[(5-Oxo-4,5-dihydropyrazolo[1,5-a]quinazolin-2-yl)methyl]benzonitrile). Reagents/catalysts: [Ni] (raney-nickel). Run in N.CO (methanol ammonia). The product is NCC=1C=C(CC2=NN3C(NC(C4=CC=CC=C34)=O)=C2)C=CC1 (2-[3-(Aminomethyl)benzyl]pyrazolo[1,5-a]quinazolin-5(4H)-one). RXN SMILES: [O:1]=[C:2]1[C:11]2[C:6](=[CH:7][CH:8]=[CH:9][CH:10]=2)[N:5]2[N:12]=[C:13]([CH2:15][C:16]3[CH:17]=[C:18]([CH:21]=[CH:22][CH:23]=3)[C:19]#[N:20])[CH:14]=[C:4]2[NH:3]1>N.CO.[Ni]>[NH2:20][CH2:19][C:18]1[CH:17]=[C:16]([CH:23]=[CH:22][CH:21]=1)[CH2:15][C:13]1[CH:14]=[C:4]2[NH:3][C:2](=[O:1])[C:11]3[C:6]([N:5]2[N:12]=1)=[CH:7][CH:8]=[CH:9][CH:10]=3 |f:1.2|. Procedure details: A mixture of Example 62 (0.32 g, 1.066 mmol) and 3 g raney-nickel in methanol ammonia (30 mL) was stirred under a hydrogen atmosphere at 60 psi for 3.5 hr. The mixture was filtered then evaporated and purified by chromatography on silica gel with 10% MeOH/CH2Cl2 to provide the desired product. 1H NMR (400 MHz, DMSO-d6) δ ppm 3.17 (s, 1 H) 3.71 (s, 2 H) 3.97 (s, 2 H) 5.66 (s, 1 H) 7.14-7.20 (m, 2 H) 7.22-7.29 (m, 2 H) 7.42-7.47 (m, 1 H) 7.82-7.87 (m, 1 H) 8.03 (d, J=8.29 Hz, 1 H) 8.11 (dd, J=7.98... Product: ClC=1C=C(C=NC1OC(C)C)C1=NC(=NO1)C=1C=CC=C2C(=CNC12)CCC(=O)O (3-[7-(5-{5-chloro-6-[(1-methylethyl)oxy]-3-pyridinyl}-1,2,4-oxadiazol-3-yl)-1H-indol-3-yl]propanoic acid). Run at temperature 70 celsius. Solvent: CC(C)O (iPrOH), O (water). Reactants: [OH-].[Na+] (Sodium hydroxide), ClC=1C=C(C=NC1OC(C)C)C1=NC(=NO1)C=1C=CC=C2C(=CNC12)CCC(=O)OCC (Ethyl 3-[7-(5-{5-chloro-6-[(1-methylethyl)oxy]-3-pyridinyl}-1,2,4-oxadiazol-3-yl)-1H-indol-3-yl]propanoate), Cl (HCl). Procedure details: Sodium hydroxide (15 mg) was added to a solution of ethyl 3-[7-(5-{5-chloro-6-[(1-methylethyl)oxy]-3-pyridinyl}-1,2,4-oxadiazol-3-yl)-1H-indol-3-yl]propanoate (D36) (110 mg) in iPrOH (4 mL) and water (4 mL). The resulting mixture was heated at 70° C. for 40 mins. Then 0.5 M HCl solution was added until pH was about 6. The solvent was concentrated, and the residue was dissolved in water. The precipitate was purified by Mass Directed Auto Prep to afford 3-[7-(5-{5-chloro-6-[(1-methylethyl)oxy]-3-p... As a reaction SMILES: [OH-].[Na+].[Cl:3][C:4]1[CH:5]=[C:6]([C:14]2[O:18][N:17]=[C:16]([C:19]3[CH:20]=[CH:21][CH:22]=[C:23]4[C:27]=3[NH:26][CH:25]=[C:24]4[CH2:28][CH2:29][C:30]([O:32]CC)=[O:31])[N:15]=2)[CH:7]=[N:8][C:9]=1[O:10][CH:11]([CH3:13])[CH3:12].Cl>CC(O)C.O>[Cl:3][C:4]1[CH:5]=[C:6]([C:14]2[O:18][N:17]=[C:16]([C:19]3[CH:20]=[CH:21][CH:22]=[C:23]4[C:27]=3[NH:26][CH:25]=[C:24]4[CH2:28][CH2:29][C:30]([OH:32])=[O:31])[N:15]=2)[CH:7]=[N:8][C:9]=1[O:10][CH:11]([CH3:13])[CH3:12] |f:0.1|. Yield: 53.3%. Starting materials: CC1([C@H]([C@H](CCC1)C)CCC(C)O)C (cis-1-(2,2,6-trimethylcyclohexyl)-3-butanol), O (water), O (water). Run in C1=CC=CC=C1 (benzene). Yields the product C(\C=C\C)(=O)C1C(CCCC1C)(C)C (E-1-crotonoyl-2,2,6-trimethylcyclohexane). As a reaction SMILES: [CH3:1][C:2]1([CH3:14])[CH2:7][CH2:6][CH2:5][C@H:4]([CH3:8])[C@@H:3]1[CH2:9][CH2:10][CH:11](O)[CH3:12].[OH2:15]>C1C=CC=CC=1>[C:9]([CH:3]1[CH:4]([CH3:8])[CH2:5][CH2:6][CH2:7][C:2]1([CH3:14])[CH3:1])(=[O:15])/[CH:10]=[CH:11]/[CH3:12]. Procedure: A solution of 320 g (1.5 moles) of the ketol prepared in Example 2 in 1000 ml of benzene containing 2 g p-toluenesulphonic acid is heated in an apparatus for azeotropical water separation (Dean-Stark) till no more water separates. The reaction mixture is washed with a solution of sodium bicarbonate till neutral reaction and dried over anhydrous sodium sulfate. The solvent is removed by distillation at reduced pressure and the residue is distilled through a short Vigreux column. The product, cis,... The reactants are CCCCN1CC(CO)C(O)C(OCc2ccccc2)C1, CCO, Cl. The product is CCCCN1CC(O)C(O)C(CO)C1. RXN SMILES: [CH2:1]([c:2]1[cH:3][cH:4][cH:5][cH:6][cH:7]1)[O:8][CH:9]1[CH2:10][N:11]([CH2:18][CH2:19][CH2:20][CH3:21])[CH2:12][CH:13]([CH2:16][OH:17])[CH:14]1[OH:15].[CH3:23][CH2:24][OH:25].[ClH:22]>>[OH:8][CH:9]1[CH2:10][N:11]([CH2:18][CH2:19][CH2:20][CH3:21])[CH2:12][CH:13]([CH2:16][OH:17])[CH:14]1[OH:15]. Reactants: C(C)(=O)OCC=1C(=NC=C(C1)C(C)=O)OCC(F)(F)F ((5-acetyl-2-(2,2,2-trifluoroethoxy)pyridin-3-yl)methyl acetate), CC(C)(C)[S@@](=O)N ((R)-2-methylpropane-2-sulfinamide), Amine-1. Product: OCC=1C=C(C=NC1OCC(F)(F)F)C(C)N[S@](=O)C(C)(C)C ((R)—N-(1-(5-(hydroxymethyl)-6-(2,2,2-trifluoroethoxy)pyridin-3-yl)ethyl)-2-methylpropane-2-sulfinamide). Yield: 57.0%. RXN SMILES: C([O:4][CH2:5][C:6]1[C:7]([O:15][CH2:16][C:17]([F:20])([F:19])[F:18])=[N:8][CH:9]=[C:10]([C:12](=O)[CH3:13])[CH:11]=1)(=O)C.[CH3:21][C:22]([S@:25]([NH2:27])=[O:26])([CH3:24])[CH3:23]>>[OH:4][CH2:5][C:6]1[CH:11]=[C:10]([CH:12]([NH:27][S@@:25]([C:22]([CH3:24])([CH3:23])[CH3:21])=[O:26])[CH3:13])[CH:9]=[N:8][C:7]=1[O:15][CH2:16][C:17]([F:18])([F:19])[F:20]. Procedure details: The title compound is prepared in 57% yield (0.11 g, colorless oil) from (5-acetyl-2-(2,2,2-trifluoroethoxy)pyridin-3-yl)methyl acetate (0.16 g, 0.55 mmol, Step-7) and (R)-2-methylpropane-2-sulfinamide by the similar manner in Step-4 of Amine-1.